describe an organic reaction: reactants, conditions, products, and yield From a dataset of the Open Reaction Database (ORD), a public repository of structured organic reaction records. Reactants: ON=CC1=CC=C(C=C1)N1C(NC(C1=O)C)=O (3-[4-(hydroxyiminomethyl)phenyl]-5-methylhydantoin), [H-].[Na+] (sodium hydride), C(C=CC)Br (crotyl bromide), [H][H] (hydrogen). The solvent is C(C)OCC (diethyl ether), O (water). Reaction conditions: time 2 hour. The product is C(C=CC)ON=CC1=CC=C(C=C1)N1C(NC(C1=O)C)=O (3-[4-(crotyloxyiminomethyl)phenyl]-5-methylhydantoin). Reaction SMILES: [OH:1][N:2]=[CH:3][C:4]1[CH:9]=[CH:8][C:7]([N:10]2[C:14](=[O:15])[CH:13]([CH3:16])[NH:12][C:11]2=[O:17])=[CH:6][CH:5]=1.[H-].[Na+].[H][H].[CH2:22](Br)[CH:23]=[CH:24][CH3:25]>C(OCC)C.O>[CH2:22]([O:1][N:2]=[CH:3][C:4]1[CH:5]=[CH:6][C:7]([N:10]2[C:14](=[O:15])[CH:13]([CH3:16])[NH:12][C:11]2=[O:17])=[CH:8][CH:9]=1)[CH:23]=[CH:24][CH3:25] |f:1.2|. Procedure details: A solution of 0.01 mol of 3-[4-(hydroxyiminomethyl)phenyl]-5-methylhydantoin in diethyl ether is treated with 0.01 mol of sodium hydride. After hydrogen evolution stops, 0.011 mol of crotyl bromide is added. The reaction mixture is stirred for 2 hours. The reaction mixture is then poured into cold water, the layers are separated, and the aqueous layer is extracted with diethyl ether. The combined ether solutions are dried over MgSO4 and filtered, and the solvent is removed by rotary evaporator t... Reactants: O=C([O-])[O-], CCCS(=O)(=O)N1CCC(CNC(=O)c2ccc(Cl)cc2Cl)(c2ncccc2O)CC1, [Cs+], [Cs+], CN(C)C=O, O. Product: CCCS(=O)(=O)N1CCC(CNC(=O)c2ccc(Cl)cc2Cl)(c2ncccc2OC)CC1. RXN SMILES: [C:1]([O-:2])([O-:3])=[O:4].[Cl:7][c:8]1[c:9]([C:10](=[O:11])[NH:12][CH2:13][C:14]2([c:26]3[n:27][cH:28][cH:29][cH:30][c:31]3[OH:32])[CH2:15][CH2:16][N:17]([S:20](=[O:21])(=[O:22])[CH2:23][CH2:24][CH3:25])[CH2:18][CH2:19]2)[cH:33][cH:34][c:35]([Cl:37])[cH:36]1.[Cs+:5].[Cs+:6].[O:38]=[CH:39][N:40]([CH3:41])[CH3:42].[OH2:43]>>[CH3:1][O:4][c:31]1[c:26]([C:14]2([CH2:13][NH:12][C:10]([c:9]3[c:8]([Cl:7])[cH:36][c:35]([Cl:37])[cH:34][cH:33]3)=[O:11])[CH2:15][CH2:16][N:17]([S:20](=[O:21])(=[O:22])[CH2:23][CH2:24][CH3:25])[CH2:18][CH2:19]2)[n:27][cH:28][cH:29][cH:30]1. Reactants: CC=1OC(OC1C)=O (4,5-dimethyl-1,3-dioxolene-2-one), S(=O)(=O)(Cl)Cl (sulfuryl chloride). The solvent is C(Cl)Cl (methylene chloride). Conditions: time 1 hour. Yields the product ClC1(OC(OC1=C)=O)C (4-chloro-4-methyl-5-methylene-1,3-dioxolane-2-one). Yield: 64.7%. Reaction SMILES: [CH3:1][C:2]1[O:3][C:4](=[O:8])[O:5][C:6]=1[CH3:7].S(Cl)([Cl:12])(=O)=O>C(Cl)Cl>[Cl:12][C:2]1([CH3:1])[C:6](=[CH2:7])[O:5][C:4](=[O:8])[O:3]1. Procedure details: To a solution of 50 g of 4,5-dimethyl-1,3-dioxolene-2-one (IV)(Synthesized by the method described in Tetrahedron Letters, 1701-1704 (1972)) in 350 ml of methylene chloride was added 65 g of sulfuryl chloride dropwise over 1 hour at 40°-42° C. The mixture was stirred for one hour at the same temperature and then evaporated in vacuo to remove the solvent. The resulting residue was distilled in vacuo to obtain 42.1 g (65% of theory) of 4-chloro-4-methyl-5-methylene-1,3-dioxolane-2-one (III) as a c... Reactants: C1CCOC1, [Cl-], CC(=O)c1cc(F)cc(F)c1, [NH4+]. Yields the product CC(C)(O)c1cc(F)cc(F)c1. Reaction SMILES: [CH2:14]1[O:15][CH2:16][CH2:17][CH2:18]1.[Cl-:12].[F:1][c:2]1[cH:3][c:4]([C:9]([CH3:10])=[O:11])[cH:5][c:6]([F:8])[cH:7]1.[NH4+:13]>>[F:1][c:2]1[cH:3][c:4]([C:9]([CH3:10])([OH:11])[CH3:14])[cH:5][c:6]([F:8])[cH:7]1. The reactants are C(C)O (ethanol), FC1=CC=C(C=C1)P(Cl)C1=CC=C(C=C1)F (bis-(4-fluorophenyl)chlorophosphine), N (ammonia). Yields the product FC1=CC=C(C=C1)P(OCC)C1=CC=C(C=C1)F (ethyl bis-(4-fluorophenyl)-phosphinite). Isolated yield 83.8%. RXN SMILES: [CH2:1]([OH:3])[CH3:2].[F:4][C:5]1[CH:10]=[CH:9][C:8]([P:11]([C:13]2[CH:18]=[CH:17][C:16]([F:19])=[CH:15][CH:14]=2)Cl)=[CH:7][CH:6]=1.N>>[F:19][C:16]1[CH:17]=[CH:18][C:13]([P:11]([C:8]2[CH:9]=[CH:10][C:5]([F:4])=[CH:6][CH:7]=2)[O:3][CH2:1][CH3:2])=[CH:14][CH:15]=1. Procedure details: 87 g (1.90 mol) of absolute ethanol are cooled to -15° C. under a nitrogen atmosphere. 67 g (0.26 mol) of bis-(4-fluorophenyl)chlorophosphine are then added dropwise at this temperature in 50 minutes with vigorous stirring. 5.2 g (0.31 mol) of ammonia gas are then introduced at this temperature. The mixture is then further stirred until room temperature is reached and stirred for a further 16 hours. The mixture is then filtered by suction and rinsed out with ethanol. The filtrate is freed from e... Product: C(C)N1N(C(C(=C1O)\N=N\C=1C=NC=CC1)=O)CC (1,2-diethyl-5-hydroxy-4-[(E)-pyridin-3-yldiazenyl]-1,2-dihydro-3H-pyrazol-3-one). The reactants are N(=O)[O-].[Na+] (sodium nitrite), NC=1C=NC=CC1 (3-aminopyridine), NC1=CC(N(N1CC)CC)=O (5-amino-1,2-diethyl-1,2-dihydro-3H-pyrazol-3-one), C(C)(=O)[O-].[Na+] (sodium acetate). Run in O (water), Cl (hydrochloric acid), O (water), C(C)O (ethanol). Reported procedure: 60.2 mg of 3-aminopyridine are solubilized in 0.25 ml of 6N hydrochloric acid. The medium is cooled to zero degrees, and then a solution of 44.2 mg of sodium nitrite in 0.25 ml of water is added over 3 minutes. The medium is then kept stirring for 10 minutes at a temperature of between 0 and 5° C. A mixture of 100 mg of 5-amino-1,2-diethyl-1,2-dihydro-3H-pyrazol-3-one, 0.5 ml of ethanol, 0.5 ml of water and 3 equivalents of sodium acetate is added to the reaction medium. RXN SMILES: [NH2:1][C:2]1[CH:3]=[N:4][CH:5]=[CH:6][CH:7]=1.[N:8]([O-])=O.[Na+].N[C:13]1[N:17](CC)[N:16]([CH2:20][CH3:21])[C:15](=[O:22])[CH:14]=1.[C:23]([O-:26])(=O)[CH3:24].[Na+]>Cl.O.C(O)C>[CH2:13]([N:17]1[C:23]([OH:26])=[C:24](/[N:8]=[N:1]/[C:2]2[CH:3]=[N:4][CH:5]=[CH:6][CH:7]=2)[C:15](=[O:22])[N:16]1[CH2:20][CH3:21])[CH3:14] |f:1.2,4.5|. Reaction conditions: time 10 minute. The reactants are CS(=O)(=O)OCCC1(c2ccc(F)cc2)CN(C(=O)c2cc(C(F)(F)F)cc(C(F)(F)F)c2)CO1, CC#N, CCOC(=O)COC1Cc2ccccc2C12CCNCC2, [Na+], O=C([O-])O. Product: CCOC(=O)COC1Cc2ccccc2C12CCN(CCC1(c3ccc(F)cc3)CN(C(=O)c3cc(C(F)(F)F)cc(C(F)(F)F)c3)CO1)CC2. RXN SMILES: [CH3:27][S:28]([O:29][CH2:32][CH2:33][C:34]1([c:55]2[cH:56][cH:57][c:58]([F:61])[cH:59][cH:60]2)[CH2:35][N:36]([C:39]([c:40]2[cH:41][c:42]([C:50]([F:51])([F:52])[F:53])[cH:43][c:44]([C:46]([F:47])([F:48])[F:49])[cH:45]2)=[O:54])[CH2:37][O:38]1)(=[O:30])=[O:31].[CH3:62][C:63]#[N:64].[NH:6]1[CH2:7][CH2:8][C:9]2([CH:10]([O:18][CH2:19][C:20](=[O:21])[O:22][CH2:23][CH3:24])[CH2:11][c:12]3[cH:13][cH:14][cH:15][cH:16][c:17]32)[CH2:25][CH2:26]1.[Na+:1].[OH:2][C:3](=[O:4])[O-:5]>>[N:6]1([CH2:32][CH2:33][C:34]2([c:55]3[cH:56][cH:57][c:58]([F:61])[cH:59][cH:60]3)[CH2:35][N:36]([C:39]([c:40]3[cH:41][c:42]([C:50]([F:51])([F:52])[F:53])[cH:43][c:44]([C:46]([F:47])([F:48])[F:49])[cH:45]3)=[O:54])[CH2:37][O:38]2)[CH2:7][CH2:8][C:9]2([CH:10]([O:18][CH2:19][C:20](=[O:21])[O:22][CH2:23][CH3:24])[CH2:11][c:12]3[cH:13][cH:14][cH:15][cH:16][c:17]32)[CH2:25][CH2:26]1. The reactants are N1(CCOCC1)CC1=CC=C(C=C1)N1CCC(CC1)=O (1-(4-Morpholin-4-ylmethyl-phenyl)-piperidin-4-one), CNCC (N-methylethylamine). Yields the product C(C)N(C1CCN(CC1)C1=CC=C(C=C1)CN1CCOCC1)C (Ethyl-methyl-{1-(4-morpholin-4-ylmethyl-phenyl)-piperidin-4-yl}-amine). RXN SMILES: [N:1]1([CH2:7][C:8]2[CH:13]=[CH:12][C:11]([N:14]3[CH2:19][CH2:18][C:17](=O)[CH2:16][CH2:15]3)=[CH:10][CH:9]=2)[CH2:6][CH2:5][O:4][CH2:3][CH2:2]1.[CH3:21][NH:22][CH2:23][CH3:24]>>[CH2:23]([N:22]([CH3:21])[CH:17]1[CH2:18][CH2:19][N:14]([C:11]2[CH:12]=[CH:13][C:8]([CH2:7][N:1]3[CH2:6][CH2:5][O:4][CH2:3][CH2:2]3)=[CH:9][CH:10]=2)[CH2:15][CH2:16]1)[CH3:24]. Procedure details: Prepared from the product of Example 19 and N-methylethylamine. Reactants: C1=CC=CC=2C=CC3=C(C4=C(O3)C=CC=C4)C12 (benzo[b]naphtho[1,2-d]furan), B(O)O (boronic acid). The product is C1(=CC=CC=C1)C1=CC=2C=CC=CC2C=2C3=C(OC21)C=CC=C3 (6-phenylbenzo[b]naphtho[1,2-d]furan). As a reaction SMILES: [CH:1]1[C:17]2[C:9]3[C:10]4[CH:16]=[CH:15][CH:14]=[CH:13][C:11]=4[O:12][C:8]=3[CH:7]=[CH:6][C:5]=2[CH:4]=[CH:3][CH:2]=1.B(O)O>>[C:1]1([C:7]2[C:8]3[O:12][C:11]4[CH:13]=[CH:14][CH:15]=[CH:16][C:10]=4[C:9]=3[C:17]3[CH:1]=[CH:2][CH:3]=[CH:4][C:5]=3[CH:6]=2)[CH:17]=[CH:5][CH:4]=[CH:3][CH:2]=1. Procedure: In this reference example, a position was specified where the benzo[b]naphtho[1,2-d]furan which was synthesized as an intermediate in each of Synthesis Example 1 and Synthesis Example 2 was converted into boronic acid in the reaction scheme (E1-3). Specifically, 6-phenylbenzo[b]naphtho[1,2-d]furan (abbreviation: PBnf) was synthesized using the compound synthesized in the reaction scheme (E1-3), and was subjected to X-ray crystallography. Reactants: C(#N)CC(=O)O (cyanoacetic acid), FC1CCNCC1 (4-Fluoropiperidine), C(=O)=O (carbon dioxide), C([O-])(O)=O.[Na+] (sodium bicarbonate), C=O (formaldehyde). Run in O (water), O1CCOCC1 (dioxane), O (water). Conditions: temperature 65 celsius, time 8 hour. Product: FC1CCN(CC1)CC(C#N)=C (2-(4-Fluoro-1-piperidylmethyl)propenenitrile). Reaction SMILES: [F:1][CH:2]1[CH2:7][CH2:6][NH:5][CH2:4][CH2:3]1.[C:8]([CH2:10][C:11](O)=O)#[N:9].C=O.[C:16](=O)=O.C(=O)(O)[O-].[Na+]>O.O1CCOCC1>[F:1][CH:2]1[CH2:7][CH2:6][N:5]([CH2:16][C:10](=[CH2:11])[C:8]#[N:9])[CH2:4][CH2:3]1 |f:4.5|. Procedure details: 4-Fluoropiperidine (0.7 g., 0.005 mole) was dissolved in a mixture of 3 ml. of dioxane and 2 ml. of water containing cyanoacetic acid (0.43 g., 0.005 mole). Then, 0.85 g. (0.01 mole) of 37% aqueous formaldehyde was added to the solution. The solution was heated to 65° C. and carbon dioxide evolution began. It was maintained at 60°-65° C. for 21/2 hours and allowed to stand overnight. A solid gummy residue, 1 gm., was obtained upon stripping in a bath at 55° C. and at 1 mm. It was taken up in a s...